From a dataset of the Open Reaction Database (ORD), a public repository of structured organic reaction records. describe an organic reaction: reactants, conditions, products, and yield The reactants are C(=O)O.C(C)(=O)N(C1=CC=C(C=C1)CCN)C1CCN(CC1)C(=O)NCCCCCCCC (4-[Acetyl-4-(2-aminoethyl)anilino]-N-octyl-1-piperidinecarboxamide formate), C(C1=CC=CC=C1)OC1=CC=C(OC[C@H]2OC2)C=C1 ((2S)-2-{[4-(benzyloxy)phenoxy]methyl}oxirane). Product: C(CCCCCCC)NC(=O)N1CCC(CC1)N(C1=CC=C(C=C1)CCNC[C@@H](COC1=CC=C(C=C1)O)O)C(C)=O (4-[Acetyl-(4-{2-[(2S)-2-hydroxy-3-(4-hydroxy-phenoxy)-propylamino]-ethyl}-phenyl)-amino]-piperidine-1-carboxylic acid octylamide). Isolated yield 28.3%. Reaction SMILES: C(O)=O.[C:4]([N:7]([CH:17]1[CH2:22][CH2:21][N:20]([C:23]([NH:25][CH2:26][CH2:27][CH2:28][CH2:29][CH2:30][CH2:31][CH2:32][CH3:33])=[O:24])[CH2:19][CH2:18]1)[C:8]1[CH:13]=[CH:12][C:11]([CH2:14][CH2:15][NH2:16])=[CH:10][CH:9]=1)(=[O:6])[CH3:5].C([O:41][C:42]1[CH:52]=[CH:51][C:45]([O:46][CH2:47][C@@H:48]2[CH2:50][O:49]2)=[CH:44][CH:43]=1)C1C=CC=CC=1>>[CH2:26]([NH:25][C:23]([N:20]1[CH2:19][CH2:18][CH:17]([N:7]([C:4](=[O:6])[CH3:5])[C:8]2[CH:13]=[CH:12][C:11]([CH2:14][CH2:15][NH:16][CH2:50][C@H:48]([OH:49])[CH2:47][O:46][C:45]3[CH:51]=[CH:52][C:42]([OH:41])=[CH:43][CH:44]=3)=[CH:10][CH:9]=2)[CH2:22][CH2:21]1)=[O:24])[CH2:27][CH2:28][CH2:29][CH2:30][CH2:31][CH2:32][CH3:33] |f:0.1|. Reported procedure: 4-[Acetyl-4-(2-aminoethyl)anilino]-N-octyl-1-piperidinecarboxamide formate (0.25 g, 0.59 mmol) was reacted with (2S)-2-{[4-(benzyloxy)phenoxy]methyl}oxirane (0.137 g, 0.53 mmol) according to Procedure G to give the title compound (eluant: 20:1 chloroform-methanol) (0.1 g, 0.15 mmol). Starting materials: BrC1=C(C=C(C=C1)C1OC1)Cl ((RS)-2-(4-bromo-3-chlorophenyl)oxirane), NCCO (2-aminoethanol). The solvent is [Cl-].[Na+].O (brine), C1CCOC1 (THF). Reaction conditions: time 7 hour. Yields the product BrC1=C(C=C(C=C1)C(CNCCO)O)Cl ((RS)-1-(4-bromo-3-chlorophenyl)-2-(2-hydroxyethylamino)ethanol). Reaction SMILES: [Br:1][C:2]1[CH:7]=[CH:6][C:5]([CH:8]2[CH2:10][O:9]2)=[CH:4][C:3]=1[Cl:11].[NH2:12][CH2:13][CH2:14][OH:15]>C1COCC1.[Cl-].[Na+].O>[Br:1][C:2]1[CH:7]=[CH:6][C:5]([CH:8]([OH:9])[CH2:10][NH:12][CH2:13][CH2:14][OH:15])=[CH:4][C:3]=1[Cl:11] |f:3.4.5|. Procedure details: To a stirred solution of (RS)-2-(4-bromo-3-chlorophenyl)oxirane (15.2 g) in THF (40 ml) was added 2-aminoethanol (35.1 ml) and the mixture was stirred at room temperature for 7 hours. The reaction mixture was then poured into brine and extracted twice with EtOAc. The combined organic layers was dried over Na2SO4 and concentrated in vacuo to afford (RS)-1-(4-bromo-3-chlorophenyl)-2-(2-hydroxyethylamino)ethanol (19.0 g) as a yellow oil which was used in the next step without further purification. ... The reactants are O=[O+][O-] (Ozone), C(C1=CC=CC=C1)N1C2=C(C3=CC=CC=C13)CCN(C2)C(=O)OC(C)(C)C (9-benzyl-2-tert-butyloxycarbonyl-1,2,3,4-tetrahydro-9H-pyrido[3,4-b]indole), CO (methanol), CSC (dimethyl sulphide). Run at time 2 hour. Product: C(C1=CC=CC=C1)N1C(CN(CCC(C2=C1C=CC=C2)=O)C(=O)OC(C)(C)C)=O (1-benzyl-4-tert-butyloxycarbonyl-2,7-dioxo-2,3,4,5,6,7-hexahydro-1H-1,4-benzodiazonine). As a reaction SMILES: [O:1]=[O+][O-].[CH2:4]([N:11]1[C:19]2[C:14](=[CH:15][CH:16]=[CH:17][CH:18]=2)C2[CH2:20][CH2:21][N:22]([C:24]([O:26][C:27]([CH3:30])([CH3:29])[CH3:28])=[O:25])[CH2:23][C:12]1=2)[C:5]1[CH:10]=[CH:9][CH:8]=[CH:7][CH:6]=1.CSC.[CH3:34][OH:35]>>[CH2:4]([N:11]1[C:19]2[CH:14]=[CH:15][CH:16]=[CH:17][C:18]=2[C:34](=[O:35])[CH2:20][CH2:21][N:22]([C:24]([O:26][C:27]([CH3:30])([CH3:29])[CH3:28])=[O:25])[CH2:23][C:12]1=[O:1])[C:5]1[CH:10]=[CH:9][CH:8]=[CH:7][CH:6]=1. Reported procedure: Ozone was bubbled through a solution of 9-benzyl-2-tert-butyloxycarbonyl-1,2,3,4-tetrahydro-9H-pyrido[3,4-b]indole (6.0 g, 16.6 mmol) in methanol (90 ml) at -78° C. until a blue colour persisted. Nitrogen was then bubbled through the solution until clear, followed by the addition of dimethyl sulphide (12.0 ml, 163 mmol). The solution was allowed to warm to room temperature and stirring continued for a further 2 hours, followed by evaporation to dryness. The crude product was purified by chromato... Starting materials: N#CC(=CO)CCCCc1ccccc1, CCOCC, CCO, [K+], C=[N+]=[N-], [OH-], O. Yields the product COC=C(C#N)CCCCc1ccccc1. Reaction SMILES: [C:9](#[N:10])[C:11](=[CH:12][OH:13])[CH2:14][CH2:15][CH2:16][CH2:17][c:18]1[cH:19][cH:20][cH:21][cH:22][cH:23]1.[CH3:25][CH2:26][O:27][CH2:28][CH3:29].[CH3:6][CH2:7][OH:8].[K+:2].[N+:3](=[N-:4])=[CH2:5].[OH-:1].[OH2:24]>>[CH3:5][O:13][CH:12]=[C:11]([C:9]#[N:10])[CH2:14][CH2:15][CH2:16][CH2:17][c:18]1[cH:19][cH:20][cH:21][cH:22][cH:23]1. Starting materials: OC1=C(C(=NC2=C(C=CC=C12)C(F)(F)F)CC)C(=O)OCC (ethyl 4-hydroxy-2-ethyl-8-trifluoromethyl-quinoline-3-carboxylate), Be sodium hydroxide. Run in C(C)O (ethanol). Yields the product OC1=C(C(=NC2=C(C=CC=C12)C(F)(F)F)CC)C(=O)O (4-hydroxy-2-ethyl-8-trifluoromethyl-quinoline-3-carboxylic acid). Yield: 96.7%. Reaction SMILES: [OH:1][C:2]1[C:11]2[C:6](=[C:7]([C:12]([F:15])([F:14])[F:13])[CH:8]=[CH:9][CH:10]=2)[N:5]=[C:4]([CH2:16][CH3:17])[C:3]=1[C:18]([O:20]CC)=[O:19]>C(O)C>[OH:1][C:2]1[C:11]2[C:6](=[C:7]([C:12]([F:15])([F:13])[F:14])[CH:8]=[CH:9][CH:10]=2)[N:5]=[C:4]([CH2:16][CH3:17])[C:3]=1[C:18]([OH:20])=[O:19]. Procedure details: A solution of 5 g of the product of Step D in 25 ml of 36° Be sodium hydroxide solution and 50 ml of ethanol was refluxed for 31/2 hours and was then cooled. The ethanol was evaporated and 100 ml of ice water were added thereto. The mixture was washed with methylene chloride and was acidified slowly by addition of 2N hydrochloric acid under 15° C. The mixture was filtered and the filtrate was washed with water until the wash water pH was 6 to obtain 4.4 g of 4-hydroxy-2-ethyl-8-trifluoromethyl-q...